From a dataset of the Open Reaction Database (ORD), a public repository of structured organic reaction records. describe an organic reaction: reactants, conditions, products, and yield Reactants: Cl.ClCCN(C)C (2-chloro-N,N-dimethylethanamine hydrochloride), [H-].[Na+] (Sodium hydride), Cl.ClCCN(C)C (2-chloro-N,N-dimethylethanamine hydrochloride), FC(C(=O)O)(F)F.FC(C(=O)O)(F)F.OC=1C=CC=2C=3N(C(=NC2C1OC)NC(=O)C=1C=NC=NC1)CCN3 (N-(8-Hydroxy-7-methoxy-2,3-dihydroimidazo[1,2-c]quinazolin-5-yl)pyrimidine-5-carboxamide bis(trifluoroacetate)). Run in CN(C)C=O (DMF). The product is CN(CCOC=1C=CC=2C=3N(C(=NC2C1OC)NC(=O)C=1C=NC=NC1)CCN3)C (N-{8-[2-(dimethylamino)ethoxy]-7-methoxy-2,3-dihydroimidazo[1,2-c]quinazolin-5-yl}pyrimidine-5-carboxamide). The yield is 55.9%. As a reaction SMILES: [H-].[Na+].FC(F)(F)C(O)=O.FC(F)(F)C(O)=O.[OH:17][C:18]1[CH:19]=[CH:20][C:21]2[C:22]3[N:23]([CH2:39][CH2:40][N:41]=3)[C:24]([NH:30][C:31]([C:33]3[CH:34]=[N:35][CH:36]=[N:37][CH:38]=3)=[O:32])=[N:25][C:26]=2[C:27]=1[O:28][CH3:29].Cl.Cl[CH2:44][CH2:45][N:46]([CH3:48])[CH3:47]>CN(C=O)C>[CH3:47][N:46]([CH3:48])[CH2:45][CH2:44][O:17][C:18]1[CH:19]=[CH:20][C:21]2[C:22]3[N:23]([CH2:39][CH2:40][N:41]=3)[C:24]([NH:30][C:31]([C:33]3[CH:34]=[N:35][CH:36]=[N:37][CH:38]=3)=[O:32])=[N:25][C:26]=2[C:27]=1[O:28][CH3:29] |f:0.1,2.3.4,5.6|. Procedure: Sodium hydride (865 mg, 22 mmol, 60% dispersion in mineral oil) was diluted in DMF (35 mL). N-(8-Hydroxy-7-methoxy-2,3-dihydroimidazo[1,2-c]quinazolin-5-yl)pyrimidine-5-carboxamide bis(trifluoroacetate) (1.75 g, 3.1 mmol) was added, followed by 2-chloro-N,N-dimethylethanamine hydrochloride (890 mg, 6.2 mmol). The reaction mixture was stirred at rt until gas evolution ceased and then was heated to 50° C. for 2 h. At this time, the mixture was cooled to rt, and an additional equivalent of 2-chloro...